From a dataset of the Open Reaction Database (ORD), a public repository of structured organic reaction records. describe an organic reaction: reactants, conditions, products, and yield Reactants: O1CCN(CC1)C(C)N1N=C(N=C(C1=O)CC(C)C)C1=C(C=CC=C1)Cl (1-MORPHOLINOETHYL-3-(2-CHLOROPHENYL)-5-ISOBUTYL-1,2,4-TRIAZIN-6-ONE), C(C(=O)[O-])(=O)[O-] (oxalate). Product: ClC1=C(C=CC=C1)C1=NNC(C(=N1)CC(C)C)=O (3-(2-CHLOROPHENYL)-5-ISOBUTYL-1,2,4-TRIAZIN-6-ONE). As a reaction SMILES: O1CCN(C([N:9]2[C:14](=[O:15])[C:13]([CH2:16][CH:17]([CH3:19])[CH3:18])=[N:12][C:11]([C:20]3[CH:25]=[CH:24][CH:23]=[CH:22][C:21]=3[Cl:26])=[N:10]2)C)CC1.C([O-])(=O)C([O-])=O>>[Cl:26][C:21]1[CH:22]=[CH:23][CH:24]=[CH:25][C:20]=1[C:11]1[N:12]=[C:13]([CH2:16][CH:17]([CH3:18])[CH3:19])[C:14](=[O:15])[NH:9][N:10]=1. Procedure details: 1-MORPHOLINOETHYL-3-(2-CHLOROPHENYL)-5-ISOBUTYL-1,2,4-TRIAZIN-6-ONE in the form of the acid oxalate Reactants: BrC=1C=CC2=C(C(=NCC=3N2C(=NN3)C)C3=C(C=CC=C3)F)C1 (8-bromo-1-methyl-6-(o-fluorophenyl)-4H-s-triazolo[4,3-a][1,4]benzodiazepine). Solvent: C(C)(=O)Cl (acetyl chloride), CCN(CC)CN(CC)CC (N,N,N',N'-tetraethyldiaminomethane), CN(C=O)C (dimethylformamide), CCN(CC)CN(CC)CC (N,N,N',N'-tetraethyldiaminomethane). The product is BrC=1C=CC2=C(C(=NCC=3N2C(=NN3)CCN(CC)CC)C3=C(C=CC=C3)F)C1 (8-bromo-1-[2-(diethylamino)ethyl]-6-(o-fluorophenyl)-4H-s-triazolo[4,3-a][1,4]benzodiazepine). Reaction SMILES: [Br:1][C:2]1[CH:3]=[CH:4][C:5]2[N:11]3[C:12]([CH3:15])=[N:13][N:14]=[C:10]3[CH2:9][N:8]=[C:7]([C:16]3[CH:21]=[CH:20][CH:19]=[CH:18][C:17]=3[F:22])[C:6]=2[CH:23]=1>CN(C)C=O.CCN(CN(CC)CC)CC.C(Cl)(=O)C>[Br:1][C:2]1[CH:3]=[CH:4][C:5]2[N:11]3[C:12]([CH2:15][CH2:12][N:11]([CH2:5][CH3:4])[CH2:10][CH3:9])=[N:13][N:14]=[C:10]3[CH2:9][N:8]=[C:7]([C:16]3[CH:21]=[CH:20][CH:19]=[CH:18][C:17]=3[F:22])[C:6]=2[CH:23]=1. Reported procedure: In the manner given in Example 1, a solution of 8-bromo-1-methyl-6-(o-fluorophenyl)-4H-s-triazolo[4,3-a][1,4]benzodiazepine in dimethylformamide, N,N,N',N'-tetraethyldiaminomethane and acetyl chloride (in 0.5 molar excess compared to the N,N,N',N'-tetraethyldiaminomethane) are reacted together to give 8-bromo-1-[2-(diethylamino)ethyl]-6-(o-fluorophenyl)-4H-s-triazolo[4,3-a][1,4]benzodiazepine. Reactants: BrC=1C=C(C(=NC1)NC1=NC(=NS1)C1CCN(CC1)C(=O)OC(C)(C)C)OC1=CC=CC=C1 (tert-butyl 4-(5-(5-bromo-3-phenoxypyridin-2-ylamino)-1,2,4-thiadiazol-3-yl)piperidine-1-carboxylate), C(C)N(C(C)C)C(C)C (N-ethyl-N-isopropylpropan-2-amine), SCCC(=O)OC (Methyl 3-mercaptopropanoate). The reagents and catalysts are C1(=CC=CC=C1)P(C1=CC=CC=2C(C3=CC=CC(=C3OC12)P(C1=CC=CC=C1)C1=CC=CC=C1)(C)C)C1=CC=CC=C1 (4,5-bis(diphenylphosphino)-9,9-dimethyl-9H-xanthene), C=1C=CC(=CC1)/C=C/C(=O)/C=C/C2=CC=CC=C2.C=1C=CC(=CC1)/C=C/C(=O)/C=C/C2=CC=CC=C2.C=1C=CC(=CC1)/C=C/C(=O)/C=C/C2=CC=CC=C2.[Pd].[Pd] (Pd2dba3). The solvent is O1CCOCC1 (dioxane). Run at temperature 95 celsius. The product is COC(CCSC=1C=C(C(=NC1)NC1=NC(=NS1)C1CCN(CC1)C(=O)OC(C)(C)C)OC1=CC=CC=C1)=O (tert-butyl 4-(5-(5-(3-methoxy-3-oxopropylthio)-3-phenoxypyridin-2-ylamino)-1,2,4-thiadiazol-3-yl)piperidine-1-carboxylate). Isolated yield 69.1%. Reaction SMILES: Br[C:2]1[CH:3]=[C:4]([O:27][C:28]2[CH:33]=[CH:32][CH:31]=[CH:30][CH:29]=2)[C:5]([NH:8][C:9]2[S:13][N:12]=[C:11]([CH:14]3[CH2:19][CH2:18][N:17]([C:20]([O:22][C:23]([CH3:26])([CH3:25])[CH3:24])=[O:21])[CH2:16][CH2:15]3)[N:10]=2)=[N:6][CH:7]=1.C(N(C(C)C)C(C)C)C.[SH:43][CH2:44][CH2:45][C:46]([O:48][CH3:49])=[O:47]>C1C=CC(/C=C/C(/C=C/C2C=CC=CC=2)=O)=CC=1.C1C=CC(/C=C/C(/C=C/C2C=CC=CC=2)=O)=CC=1.C1C=CC(/C=C/C(/C=C/C2C=CC=CC=2)=O)=CC=1.[Pd].[Pd].C1(P(C2C=CC=CC=2)C2C3OC4C(=CC=CC=4P(C4C=CC=CC=4)C4C=CC=CC=4)C(C)(C)C=3C=CC=2)C=CC=CC=1.O1CCOCC1>[CH3:49][O:48][C:46](=[O:47])[CH2:45][CH2:44][S:43][C:2]1[CH:3]=[C:4]([O:27][C:28]2[CH:33]=[CH:32][CH:31]=[CH:30][CH:29]=2)[C:5]([NH:8][C:9]2[S:13][N:12]=[C:11]([CH:14]3[CH2:19][CH2:18][N:17]([C:20]([O:22][C:23]([CH3:26])([CH3:25])[CH3:24])=[O:21])[CH2:16][CH2:15]3)[N:10]=2)=[N:6][CH:7]=1 |f:3.4.5.6.7|. Reported procedure: A 1 L flask was charged with tert-butyl 4-(5-(5-bromo-3-phenoxypyridin-2-ylamino)-1,2,4-thiadiazol-3-yl)piperidine-1-carboxylate (Example 4, Step D, 24.4 g, 45.8 mmol), N-ethyl-N-isopropylpropan-2-amine (16.0 mL, 91.7 mmol), 4,5-bis(diphenylphosphino)-9,9-dimethyl-9H-xanthene (1.33 g, 2.29 mmol), and dioxane (450 mL). Nitrogen was bubbled through the solution for 30 minutes. Methyl 3-mercaptopropanoate (5.46 mL, 50.4 mmol) and Pd2dba3 (1.05 g, 1.15 mmol) were added and the reaction was heated at... The reactants are CC(C)O, CCN(C(C)C)C(C)C, COc1ccnc(Cl)n1, Nc1ccccc1. Yields the product COc1ccnc(Nc2ccccc2)n1. As a reaction SMILES: [CH3:26][CH:27]([OH:28])[CH3:29].[CH:17]([N:18]([CH2:19][CH3:20])[CH:21]([CH3:22])[CH3:23])([CH3:24])[CH3:25].[Cl:1][c:2]1[n:3][cH:4][cH:5][c:6]([O:8][CH3:9])[n:7]1.[NH2:10][c:11]1[cH:12][cH:13][cH:14][cH:15][cH:16]1>>[c:2]1([NH:10][c:11]2[cH:12][cH:13][cH:14][cH:15][cH:16]2)[n:3][cH:4][cH:5][c:6]([O:8][CH3:9])[n:7]1.